The task is: describe an organic reaction: reactants, conditions, products, and yield. This data is from the Open Reaction Database (ORD), a public repository of structured organic reaction records. Starting materials: C(C)O[SiH](OCC)OCC (Triethoxysilane), C1(=CC=CC=C1)CCC(C)=O (4-phenyl-2-butanone), C1CCOC1 (THF), [OH-].[Na+] (NaOH). Reagents/catalysts: CC([O-])C.[Nd+3].CC([O-])C.CC([O-])C (neodymium (III) isopropoxide). Run in CCOCC (ether), O (water). Conditions: temperature 60 celsius, time 0.5 hour. The product is C1(=CC=CC=C1)CCC(C)O (4-phenyl-2-butanol). Yield: 54.4%. RXN SMILES: C(O[SiH](OCC)OCC)C.[C:11]1([CH2:17][CH2:18][C:19](=[O:21])[CH3:20])[CH:16]=[CH:15][CH:14]=[CH:13][CH:12]=1.C1COCC1.[OH-].[Na+]>CC(C)[O-].[Nd+3].CC(C)[O-].CC(C)[O-].CCOCC.O>[C:11]1([CH2:17][CH2:18][CH:19]([OH:21])[CH3:20])[CH:16]=[CH:15][CH:14]=[CH:13][CH:12]=1 |f:3.4,5.6.7.8|. Reported procedure: A dry Schlenk tube under argon was charged with 48 mg (0.15 mmol) of neodymium (III) isopropoxide. Triethoxysilane (1.4 mL, 7.5 mmol) was added, and the reaction mixture was heated to 60° C. After 0.5 hours, 4-phenyl-2-butanone (450 μL, 3 mmol) was added. After 24 hours, the reaction was complete, as determined by GLC analysis of a aliquot taken from the reaction mixture. THF (8 mL) and aqueous NaOH (1 N, 15 mL) were added, and the mixture was stirred vigorously for 12 hours. The mixture was add... Starting materials: Cc1cccc(C)n1, Cc1ccccc1, CC1(C)CC(O)c2c(cc(C3CCCC3)c(C(=O)c3ccc(C(F)(F)F)cc3)c2-c2ccc(F)cc2)O1, Cl, CC(C)(C)[Si](C)(C)OS(=O)(=O)C(F)(F)F. Yields the product CC1(C)CC(O[Si](C)(C)C(C)(C)C)c2c(cc(C3CCCC3)c(C(=O)c3ccc(C(F)(F)F)cc3)c2-c2ccc(F)cc2)O1. RXN SMILES: [CH3:38][c:39]1[n:40][c:41]([CH3:42])[cH:43][cH:44][cH:45]1.[CH3:62][c:63]1[cH:64][cH:65][cH:66][cH:67][cH:68]1.[CH:1]1([c:6]2[c:7]([C:26](=[O:27])[c:28]3[cH:29][cH:30][c:31]([C:34]([F:35])([F:36])[F:37])[cH:32][cH:33]3)[c:8](-[c:19]3[cH:20][cH:21][c:22]([F:25])[cH:23][cH:24]3)[c:9]3[c:14]([cH:15]2)[O:13][C:12]([CH3:16])([CH3:17])[CH2:11][CH:10]3[OH:18])[CH2:2][CH2:3][CH2:4][CH2:5]1.[ClH:61].[F:46][C:47]([F:48])([F:49])[S:50]([O:51][Si:52]([CH3:53])([CH3:54])[C:55]([CH3:56])([CH3:57])[CH3:58])(=[O:59])=[O:60]>>[CH:1]1([c:6]2[c:7]([C:26](=[O:27])[c:28]3[cH:29][cH:30][c:31]([C:34]([F:35])([F:36])[F:37])[cH:32][cH:33]3)[c:8](-[c:19]3[cH:20][cH:21][c:22]([F:25])[cH:23][cH:24]3)[c:9]3[c:14]([cH:15]2)[O:13][C:12]([CH3:16])([CH3:17])[CH2:11][CH:10]3[O:18][Si:52]([CH3:53])([CH3:54])[C:55]([CH3:56])([CH3:57])[CH3:58])[CH2:2][CH2:3][CH2:4][CH2:5]1. Reactants: C(=O)([O-])C(O)C(O)C(=O)[O-].[Na+].[K+] (potassium sodium tartrate), C(C)C1(OC(C(NC1)=O)C)C1=CC(=CC=C1)OC (6-ethyl-6-(3-methoxyphenyl)-2-methyl-3-morpholinone), [H-].[Al+3].[Li+].[H-].[H-].[H-] (lithium aluminium hydride). The solvent is O (water), CCOCC (ether), CCOCC (ether). Yields the product C(C)C1(CNCC(O1)C)C1=CC(=CC=C1)OC (2-Ethyl-2-(3-methoxyphenyl)-6-methylmorpholine). Reaction SMILES: [CH2:1]([C:3]1([C:11]2[CH:16]=[CH:15][CH:14]=[C:13]([O:17][CH3:18])[CH:12]=2)[CH2:8][NH:7][C:6](=O)[CH:5]([CH3:10])[O:4]1)[CH3:2].[H-].[Al+3].[Li+].[H-].[H-].[H-].C(C(C(C([O-])=O)O)O)([O-])=O.[Na+].[K+]>CCOCC.O>[CH2:1]([C:3]1([C:11]2[CH:16]=[CH:15][CH:14]=[C:13]([O:17][CH3:18])[CH:12]=2)[O:4][CH:5]([CH3:10])[CH2:6][NH:7][CH2:8]1)[CH3:2] |f:1.2.3.4.5.6,7.8.9|. Reported procedure: The crude 6-ethyl-6-(3-methoxyphenyl)-2-methyl-3-morpholinone was added in ether to a cooled suspension of lithium aluminium hydride (12 g) in ether and then refluxed for 6 h. A solution of potassium sodium tartrate (132 g) in water (300 ml) was slowly added to the cooled suspension. The ether layer was washed and dried giving the title compound as a yellow oil (12.3 g). Both this and the parent morpholinone were mixtures of equal proportions of diastereoisomers in >95% purity. The reactants are ClC1=C(C=O)C=CC=C1 (2-chlorobenzaldehyde), ClC1=C(C=CC=C1)C=CC1=CC=NC=C1 (4-[2-(2-chlorophenyl)ethenyl]pyridine), CC1=CC=NC=C1 (4-methylpyridine), C(C)(=O)OC(C)=O (acetic anhydride). The product is ClC1=C(C=CC=C1)CCC1=CC=NC=C1 (4-[2-(2-Chlorophenyl)ethyl]pyridine). As a reaction SMILES: ClC1C=CC=CC=1C=O.CC1C=CN=CC=1.C(OC(=O)C)(=O)C.[Cl:24][C:25]1[CH:30]=[CH:29][CH:28]=[CH:27][C:26]=1[CH:31]=[CH:32][C:33]1[CH:38]=[CH:37][N:36]=[CH:35][CH:34]=1>>[Cl:24][C:25]1[CH:30]=[CH:29][CH:28]=[CH:27][C:26]=1[CH2:31][CH2:32][C:33]1[CH:34]=[CH:35][N:36]=[CH:37][CH:38]=1. Procedure: 14.1 g. (0.1 mole) of 2-chlorobenzaldehyde and 9.4 g. (0.1 mole) or 4-methylpyridine are refluxed for six hours in 40ml. of acetic anhydride. The reaction mixture is concentrated in vacuo and then dissolved in 200 ml. of chloroform. The chloroform solution is washed with aqueous sodium bicarbonate, dried with MgSO4, filtered and concentrated in vacuo. The oily residue is dissolved in isopropanol and treated with HCl in isopropanol until acidic. The crystalline hydrochloride salt is filtered, dis... Reactants: OO (hydrogen peroxide), S(=O)([O-])OS(=O)[O-].[Na+].[Na+] (sodium disulphite), C12CCCC(CCC1)B2 (9-borabicyclo[3.3.1]nonane), COC1=C(C=CC(=C1)[N+](=O)[O-])N1C(C(=CC=C1)C=C)=O (1-(2-Methoxy-4-nitrophenyl)-3-vinylpyridin-2(1H)-one), [OH-].[Na+] (sodium hydroxide). The solvent is O1CCCC1 (tetrahydrofuran). Run at time 5 minute. The product is OCCC=1C(N(C=CC1)C1=C(C=C(C=C1)[N+](=O)[O-])OC)=O (3-(2-Hydroxyethyl)-1-(2-methoxy-4-nitrophenyl)pyridin-2(1H)-one). RXN SMILES: C12BC(CCC1)CCC2.[CH3:10][O:11][C:12]1[CH:17]=[C:16]([N+:18]([O-:20])=[O:19])[CH:15]=[CH:14][C:13]=1[N:21]1[CH:26]=[CH:25][CH:24]=[C:23]([CH:27]=[CH2:28])[C:22]1=[O:29].[OH-].[Na+].OO.S(OS([O-])=O)([O-])=[O:35].[Na+].[Na+]>O1CCCC1>[OH:35][CH2:28][CH2:27][C:23]1[C:22](=[O:29])[N:21]([C:13]2[CH:14]=[CH:15][C:16]([N+:18]([O-:20])=[O:19])=[CH:17][C:12]=2[O:11][CH3:10])[CH:26]=[CH:25][CH:24]=1 |f:2.3,5.6.7|. Reported procedure: At 0° C., a solution of 36 g (299 mmol) of 9-borabicyclo[3.3.1]nonane in 600 ml of tetrahydrofuran is added over a period of 45 min to 37 g (136 mmol) of the compound from Example 20A. After a further hour at this temperature, a solution of 27 g (680 mmol) of sodium hydroxide (1N in water) is added over the course of 15 min. The mixture is stirred for a further 5 min, and 125 ml of a 30% strength hydrogen peroxide solution are then added such that the temperature does not exceed 30° C. Cooling i... Yields the product COc1ccccc1-c1ccc2oc(-c3ccc(OC)c([N+](=O)[O-])c3)nc2c1. Reactants: COc1ccccc1B(O)O, COc1ccc(-c2nc3cc(Br)ccc3o2)cc1[N+](=O)[O-]. As a reaction SMILES: [CH3:22][O:23][c:24]1[c:25]([B:30]([OH:31])[OH:32])[cH:26][cH:27][cH:28][cH:29]1.[N+:1](=[O:2])([O-:3])[c:4]1[cH:5][c:6](-[c:12]2[o:13][c:14]3[c:15]([n:16]2)[cH:17][c:18]([Br:21])[cH:19][cH:20]3)[cH:7][cH:8][c:9]1[O:10][CH3:11]>>[N+:1](=[O:2])([O-:3])[c:4]1[cH:5][c:6](-[c:12]2[o:13][c:14]3[c:15]([n:16]2)[cH:17][c:18](-[c:25]2[c:24]([O:23][CH3:22])[cH:29][cH:28][cH:27][cH:26]2)[cH:19][cH:20]3)[cH:7][cH:8][c:9]1[O:10][CH3:11]. Starting materials: [I-].C[N+]1=C(C2=C(CC1)C=CS2)C (6,7-dimethyl-4,5-dihydro-thieno[2,3-c]pyridinium iodide), [BH4-].[Na+] (NaBH4). Solvent: CO (methanol). Run at time 1.5 hour. Yields the product CN1C(C2=C(CC1)C=CS2)C ((RS)-6,7-Dimethyl-4,5,6,7-tetrahydro-thieno[2,3-c]pyridine). As a reaction SMILES: [I-].[CH3:2][N+:3]1[CH2:8][CH2:7][C:6]2[CH:9]=[CH:10][S:11][C:5]=2[C:4]=1[CH3:12].[BH4-].[Na+]>CO>[CH3:2][N:3]1[CH2:8][CH2:7][C:6]2[CH:9]=[CH:10][S:11][C:5]=2[CH:4]1[CH3:12] |f:0.1,2.3|. Procedure: A mixture of 7.2 g (24 mmol) 6,7-dimethyl-4,5-dihydro-thieno[2,3-c]pyridinium iodide and 80 ml of methanol is mixed batchwise 1.87 g (49 mmol) NaBH4 while cooling with an ice bath (vigorous release of gas). The mixture is stirred for another 1.5 h, concentrated, mixed with sat. NaHCO3 solution and extracted 3× with methylene chloride. The organic phases are dried on NaSO4, filtered and concentrated. The reactants are Cl.C(C1=CC=CC=C1)N1CC(=CCC1)C1=CC=C(OC2=NC=C(C(=O)N)C=C2)C=C1 (6-[4-(1-Benzyl-1,2,5,6-tetrahydro-pyridin-3-yl)-phenoxy]-nicotinamide hydrochloride salt). Reagents/catalysts: [Pd] (Pd—C). Solvent: CO (methanol). Conditions: time 3.5 hour. The product is Cl.N1CC(CCC1)C1=CC=C(OC2=NC=C(C(=O)N)C=C2)C=C1 ((±)-6-(4-Piperidin-3-yl-phenoxy)-nicotinamide hydrochloride). Isolated yield 38.7%. As a reaction SMILES: [ClH:1].C([N:9]1[CH2:14][CH2:13][CH:12]=[C:11]([C:15]2[CH:30]=[CH:29][C:18]([O:19][C:20]3[CH:28]=[CH:27][C:23]([C:24]([NH2:26])=[O:25])=[CH:22][N:21]=3)=[CH:17][CH:16]=2)[CH2:10]1)C1C=CC=CC=1>[Pd].CO>[ClH:1].[NH:9]1[CH2:14][CH2:13][CH2:12][CH:11]([C:15]2[CH:16]=[CH:17][C:18]([O:19][C:20]3[CH:28]=[CH:27][C:23]([C:24]([NH2:26])=[O:25])=[CH:22][N:21]=3)=[CH:29][CH:30]=2)[CH2:10]1 |f:0.1,4.5|. Reported procedure: Combine the product of example 321 (0.0421 g, 0.0998 mmol), 10% Pd—C (2 spatula tips), and methanol (2.0 mL). Bubble one balloon of hydrogen gas through solution then stir under ca. 1 atm. After 3.5 h, filter the reaction mixture through Celite®, concentrate, and purify by reverse-phase HPLC to provide 0.0129 g (39%) of the title compound as a white solid: mass spectrum (electrospray): m/z=298.1 (M+1); 1H NMR (methanol-d4): 8.86 (s br, 1H), 8.59 (dd, 1H, J=2.0, 8.8 Hz), 7.53 (d, 2H, J=8.3 Hz), 7...